The task is: describe an organic reaction: reactants, conditions, products, and yield. This data is from the Open Reaction Database (ORD), a public repository of structured organic reaction records. Starting materials: COC1=C(C=C2CC(N=CC2=C1)(C)C)O (3,4-Dihydro-7-methoxy-3,3-dimethylisoquinolin-6-ol), [BH4-].[Na+] (sodium borohydride), Cl (HCl), O (Water). The solvent is C(C)O (ethanol). Run at time 3 hour. Product: COC1=C(C=C2CC(NCC2=C1)(C)C)O (1,2,3,4-Tetrahydro-7-methoxy-3,3-dimethylisoquinolin-6-ol). Yield: 0.1%. Reaction SMILES: [CH3:1][O:2][C:3]1[CH:12]=[C:11]2[C:6]([CH2:7][C:8]([CH3:14])([CH3:13])[N:9]=[CH:10]2)=[CH:5][C:4]=1[OH:15].[BH4-].[Na+].O.Cl>C(O)C>[CH3:1][O:2][C:3]1[CH:12]=[C:11]2[C:6]([CH2:7][C:8]([CH3:13])([CH3:14])[NH:9][CH2:10]2)=[CH:5][C:4]=1[OH:15] |f:1.2|. Procedure details: To a solution of 223 (1.67 mg, 8.2 mmol) in ethanol (30 ml) at 0° C. was added sodium borohydride (618 mg, 16.3 mmol). The reaction mixture was stirred at rt for 3 h. Water (50 ml) was added and the aqueous layer neutralised (2M HCl) and extracted with ethyl acetate (3×60 ml). The combined organic layers were washed with brine (30 ml), dried (MgSO4) and concentrated in vacuo to afford the title compound (1.34 mg, 80%) as a white solid. mp=170-173° C. 1H NMR (270 MHz; DMSO-d6) 1.04 (6H, s, 2×CH3)... Run in C1=CC=CC=C1 (benzene). The yield is 66.5%. The reagents and catalysts are [Pd].C1(=CC=CC=C1)P(C1=CC=CC=C1)C1=CC=CC=C1.C1(=CC=CC=C1)P(C1=CC=CC=C1)C1=CC=CC=C1.C1(=CC=CC=C1)P(C1=CC=CC=C1)C1=CC=CC=C1.C1(=CC=CC=C1)P(C1=CC=CC=C1)C1=CC=CC=C1 (tetrakis(triphenylphosphine) palladium (0)). Procedure details: Under nitrogen atmosphere, 0.25 g (0.91 mM) of 2-octylcoumaran-5-boronic acid, 0.7 ml of ethanol, 0.30 g (0.80 mM) of 2-(3-bromophenyl)-5-decylpyrimidine and 1.3 ml of benzene were placed in a 20 ml-round-bottomed flask. Under stirring, 0.05 g of tetrakis(triphenylphosphine) palladium (0) and 1.3 ml of a 2M-sodium carbonate aqueous solution were added successively to the mixture, followed by refluxing for 1 hour and 40 minutes. After the reaction, the reaction mixture was left standing at room t... RXN SMILES: [CH2:1]([CH:9]1[CH2:17][C:16]2[C:11](=[CH:12][CH:13]=[C:14](B(O)O)[CH:15]=2)[O:10]1)[CH2:2][CH2:3][CH2:4][CH2:5][CH2:6][CH2:7][CH3:8].C(O)C.Br[C:25]1[CH:26]=[C:27]([C:31]2[N:36]=[CH:35][C:34]([CH2:37][CH2:38][CH2:39][CH2:40][CH2:41][CH2:42][CH2:43][CH2:44][CH2:45][CH3:46])=[CH:33][N:32]=2)[CH:28]=[CH:29][CH:30]=1.C(=O)([O-])[O-].[Na+].[Na+]>[Pd].C1(P(C2C=CC=CC=2)C2C=CC=CC=2)C=CC=CC=1.C1(P(C2C=CC=CC=2)C2C=CC=CC=2)C=CC=CC=1.C1(P(C2C=CC=CC=2)C2C=CC=CC=2)C=CC=CC=1.C1(P(C2C=CC=CC=2)C2C=CC=CC=2)C=CC=CC=1.C1C=CC=CC=1>[CH2:37]([C:34]1[CH:35]=[N:36][C:31]([C:27]2[CH:28]=[CH:29][C:30]([C:14]3[CH:15]=[C:16]4[C:11](=[CH:12][CH:13]=3)[O:10][CH:9]([CH2:1][CH2:2][CH2:3][CH2:4][CH2:5][CH2:6][CH2:7][CH3:8])[CH2:17]4)=[CH:25][CH:26]=2)=[N:32][CH:33]=1)[CH2:38][CH2:39][CH2:40][CH2:41][CH2:42][CH2:43][CH2:44][CH2:45][CH3:46] |f:3.4.5,6.7.8.9.10|. The product is C(CCCCCCCCC)C=1C=NC(=NC1)C1=CC=C(C=C1)C=1C=C2CC(OC2=CC1)CCCCCCCC (5-[4-(5-decylpyrimidine-2-yl)phenyl]-2-octylcoumaran). Starting materials: C(CCCCCCC)C1OC2=CC=C(C=C2C1)B(O)O (2-octylcoumaran-5-boronic acid), C([O-])([O-])=O.[Na+].[Na+] (sodium carbonate), C(C)O (ethanol), BrC=1C=C(C=CC1)C1=NC=C(C=N1)CCCCCCCCCC (2-(3-bromophenyl)-5-decylpyrimidine). Reactants: CC(C)C[AlH]CC(C)C (DIBAL-H), Cl (HCl), C1(=CC=CC=C1)CC/C=C/C=C/C(=O)OCC (ethyl (2E,4E)-7-phenylhepta-2,4-dienoate), Cl (HCl). The solvent is C1(=CC=CC=C1)C (toluene), ice water. Conditions: time 3 hour. Product: C1(=CC=CC=C1)CC/C=C/C=C/CO ((2E,4E)-7-Phenylhepta-2,4-dien-1-ol). As a reaction SMILES: [C:1]1([CH2:7][CH2:8]/[CH:9]=[CH:10]/[CH:11]=[CH:12]/[C:13](OCC)=[O:14])[CH:6]=[CH:5][CH:4]=[CH:3][CH:2]=1.CC(C[AlH]CC(C)C)C.Cl>C1(C)C=CC=CC=1>[C:1]1([CH2:7][CH2:8]/[CH:9]=[CH:10]/[CH:11]=[CH:12]/[CH2:13][OH:14])[CH:6]=[CH:5][CH:4]=[CH:3][CH:2]=1. Reported procedure: A solution of ethyl (2E,4E)-7-phenylhepta-2,4-dienoate (7.32 g) in dry toluene (75 ml) was cooled to −78° C. DIBAL-H (1M in hexanes, 65.2 ml) was added dropwise and the mixture was stirred for 3 h. The mixture was allowed to warm-up to room temperature and hydrolyzed with 1M aqueous HCl with cooling in ice/water bath. Additional, 3M aqueous HCl was added until pH=1. The layers were separated and the aqueous layer was extracted three times with EtOAc. The combined organic layer was washed with br... Reactants: Cl (hydrochloric acid), COC1=C(C=C(C=C1)C)C(CC)=O (2'-methoxy-5'-methylpropiophenone), C(C1=CC=CC=C1)=O (benzaldehyde), [OH-].[Na+] (sodium hydroxide). Run in C(C)O (ethanol). Product: COC1=C(C=C(C=C1)C)C(C(C)=CC1=CC=CC=C1)=O (2'-methoxy-5'-methyl-2-benzylidenepropiophenone). The yield is 101.3%. Reaction SMILES: [CH3:1][O:2][C:3]1[CH:8]=[CH:7][C:6]([CH3:9])=[CH:5][C:4]=1[C:10](=[O:13])[CH2:11][CH3:12].[CH:14](=O)[C:15]1[CH:20]=[CH:19][CH:18]=[CH:17][CH:16]=1.[OH-].[Na+].Cl>C(O)C>[CH3:1][O:2][C:3]1[CH:8]=[CH:7][C:6]([CH3:9])=[CH:5][C:4]=1[C:10](=[O:13])[C:11](=[CH:14][C:15]1[CH:20]=[CH:19][CH:18]=[CH:17][CH:16]=1)[CH3:12] |f:2.3|. Procedure: To a mixture of 140 g of 2'-methoxy-5'-methylpropiophenone, 83.4 g of benzaldehyde and 1.5 liters of ethanol was added 154 ml of 20%-sodium hydroxide aqueous solution under stirring. The reaction mixture was stirred overnight at room temperature, then 10%-hydrochloric acid was added to make the reaction mixture acidic, and extracted with benzene. The benzene extract was washed with water and an aqueous solution saturated with sodium chloride in this order, then dried to obtain 212 g of 2'-methox... Starting materials: CC1=C(N=C(O1)COC1=C(C=CC=C1)/C=C/CO)C1=CC=CC=C1 ((E)-3-[2-(5-methyl-4-phenyl-2-oxazolylmethoxy)phenyl]-2-propen-1-ol). The reagents and catalysts are [O-2].[O-2].[Mn+4] (manganese dioxide). Yields the product CC1=C(N=C(O1)COC1=C(C=CC=C1)/C=C/C=O)C1=CC=CC=C1 ((E)-3-[2-(5-methyl-4-phenyl-2-oxazolylmethoxy)phenyl]-2-propen-1-al). RXN SMILES: [CH3:1][C:2]1[O:6][C:5]([CH2:7][O:8][C:9]2[CH:14]=[CH:13][CH:12]=[CH:11][C:10]=2/[CH:15]=[CH:16]/[CH2:17][OH:18])=[N:4][C:3]=1[C:19]1[CH:24]=[CH:23][CH:22]=[CH:21][CH:20]=1>[O-2].[O-2].[Mn+4]>[CH3:1][C:2]1[O:6][C:5]([CH2:7][O:8][C:9]2[CH:14]=[CH:13][CH:12]=[CH:11][C:10]=2/[CH:15]=[CH:16]/[CH:17]=[O:18])=[N:4][C:3]=1[C:19]1[CH:24]=[CH:23][CH:22]=[CH:21][CH:20]=1 |f:1.2.3|. Procedure: According to the method described for Reference Example 34, (E)-3-[2-(5-methyl-4-phenyl-2-oxazolylmethoxy)phenyl]-2-propen-1-ol was subjected to oxidation with activated manganese dioxide to give (E)-3-[2-(5-methyl-4-phenyl-2-oxazolylmethoxy)phenyl]-2-propen-1-al. Recrystallization from chloroform--isopropyl ether gave colorless prisms, m.p.112°-113° C. Reactants: CO, CN1CCCC1C(=O)Nc1cccc([N+](=O)[O-])c1. Product: CN1CCCC1C(=O)Nc1cccc(N)c1. As a reaction SMILES: [CH3:19][OH:20].[CH3:1][N:2]1[CH:3]([C:7](=[O:8])[NH:9][c:10]2[cH:11][c:12]([N+:16]([O-:17])=[O:18])[cH:13][cH:14][cH:15]2)[CH2:4][CH2:5][CH2:6]1>>[CH3:1][N:2]1[CH:3]([C:7](=[O:8])[NH:9][c:10]2[cH:11][c:12]([NH2:16])[cH:13][cH:14][cH:15]2)[CH2:4][CH2:5][CH2:6]1. Starting materials: CN1CCOCC1, CC(C)(C)C(=O)Cl, ClCCl, O=C1Nc2ncccc2C12Cc1cc3cc(CNCc4cc(F)cc(F)c4)cnc3cc1C2. Yields the product CC(C)(C)C(=O)N(Cc1cc(F)cc(F)c1)Cc1cnc2cc3c(cc2c1)CC1(C3)C(=O)Nc2ncccc21. Reaction SMILES: [CH3:34][N:35]1[CH2:36][CH2:37][O:38][CH2:39][CH2:40]1.[CH3:41][C:42]([C:43](=[O:44])[Cl:45])([CH3:46])[CH3:47].[Cl:48][CH2:49][Cl:50].[F:1][c:2]1[cH:3][c:4]([CH2:5][NH:6][CH2:7][c:8]2[cH:9][n:10][c:11]3[cH:12][c:13]4[c:14]([cH:15][c:16]3[cH:17]2)[CH2:18][C:19]2([CH2:20]4)[C:21](=[O:29])[NH:22][c:23]3[n:24][cH:25][cH:26][cH:27][c:28]32)[cH:30][c:31]([F:33])[cH:32]1>>[F:1][c:2]1[cH:3][c:4]([CH2:5][N:6]([CH2:7][c:8]2[cH:9][n:10][c:11]3[cH:12][c:13]4[c:14]([cH:15][c:16]3[cH:17]2)[CH2:18][C:19]2([CH2:20]4)[C:21](=[O:29])[NH:22][c:23]3[n:24][cH:25][cH:26][cH:27][c:28]32)[C:43]([C:42]([CH3:41])([CH3:46])[CH3:47])=[O:44])[cH:30][c:31]([F:33])[cH:32]1. RXN SMILES: [Br:1][C:2]1[CH:7]=[CH:6][C:5]([C@@H:8]([N:10]2[CH2:15][CH2:14][C@:13]([CH2:22][C:23]([CH3:25])=[CH2:24])([C:16]3[CH:21]=[CH:20][CH:19]=[CH:18][CH:17]=3)[O:12][C:11]2=[O:26])[CH3:9])=[C:4]([CH3:27])[CH:3]=1.ClC1C=C(C=CC=1)C(OO)=[O:33]>ClCCl>[Br:1][C:2]1[CH:7]=[CH:6][C:5]([C@@H:8]([N:10]2[CH2:15][CH2:14][C@:13]([CH2:22][C:23]3([CH3:25])[CH2:24][O:33]3)([C:16]3[CH:17]=[CH:18][CH:19]=[CH:20][CH:21]=3)[O:12][C:11]2=[O:26])[CH3:9])=[C:4]([CH3:27])[CH:3]=1. Run in ClCCl (dichloromethane), ClCCl (dichloromethane). Reaction conditions: temperature 5 celsius, time 8 hour. Yields the product BrC1=CC(=C(C=C1)[C@H](C)N1C(O[C@](CC1)(C1=CC=CC=C1)CC1(OC1)C)=O)C (3-[(S)-1-(4-Bromo-2-methyl-phenyl)-ethyl]-(S)-6-(2-methyl-oxiranylmethyl)-6-phenyl-[1,3]oxazinan-2-one). Procedure: 3-[(S)-1-(4-Bromo-2-methyl-phenyl)-ethyl]-(R)-6-(2-methyl-allyl)-6-phenyl-[1,3]oxazin-an-2-one (1.34 g) dissolved in dichloromethane (15 mL) was added to a solution of 3-chloroperoxybenzoic acid (77%, 0.81 g) in dichloromethane (15 mL) cooled to 5° C. The cooling bath was removed and the solution was stirred at room temperature overnight. Aqueous 10% Na2S2O3 solution (10 mL) and aqueous saturated NaHCO3 solution (25 mL) were added and the resulting mixture was stirred for further 30 min. The org... Reactants: BrC1=CC(=C(C=C1)[C@H](C)N1C(O[C@](CC1)(C1=CC=CC=C1)CC(=C)C)=O)C (3-[(S)-1-(4-Bromo-2-methyl-phenyl)-ethyl]-(R)-6-(2-methyl-allyl)-6-phenyl-[1,3]oxazin-an-2-one), ClC=1C=C(C(=O)OO)C=CC1 (3-chloroperoxybenzoic acid).